Task: describe an organic reaction: reactants, conditions, products, and yield. Dataset: the Open Reaction Database (ORD), a public repository of structured organic reaction records Reactants: O=C1OCC(=C1)COC=1CS[C@H]2N(C1C(=O)OC(C1=CC=CC=C1)C1=CC=CC=C1)C([C@H]2NC(CC2=CC=CC=C2)=O)=O (Diphenylmethyl 3-(2,5-dihydro-2-oxofuran-4-ylmethyl oxy)-7β-phenylacetamidoceph-3-em-4-carboxylate), P(Cl)(Cl)(Cl)(Cl)Cl (phosphorous pentachloride), CO (methanol), CN1CCOCC1 (N-methylmorpholine). Solvent: ClCCl (dichloromethane), O (water), ClCCl (dichloromethane). Conditions: temperature -20 celsius, time 30 minute. Yields the product N[C@H]1[C@@H]2N(C(=C(CS2)OCC2=CC(OC2)=O)C(=O)OC(C2=CC=CC=C2)C2=CC=CC=C2)C1=O (Diphenylmethyl 7β-Amino-3-(2,5-dihydro-2-oxofuran-4-ylmethyloxy)ceph-3-em-4-carboxylate), foam. RXN SMILES: [O:1]=[C:2]1[CH:6]=[C:5]([CH2:7][O:8][C:9]2[CH2:10][S:11][C@@H:12]3[C@H:32]([NH:33]C(=O)CC4C=CC=CC=4)[C:31](=[O:43])[N:13]3[C:14]=2[C:15]([O:17][CH:18]([C:25]2[CH:30]=[CH:29][CH:28]=[CH:27][CH:26]=2)[C:19]2[CH:24]=[CH:23][CH:22]=[CH:21][CH:20]=2)=[O:16])[CH2:4][O:3]1.CN1CCOCC1.P(Cl)(Cl)(Cl)(Cl)Cl.CO>ClCCl.O>[NH2:33][C@@H:32]1[C:31](=[O:43])[N:13]2[C:14]([C:15]([O:17][CH:18]([C:25]3[CH:26]=[CH:27][CH:28]=[CH:29][CH:30]=3)[C:19]3[CH:24]=[CH:23][CH:22]=[CH:21][CH:20]=3)=[O:16])=[C:9]([O:8][CH2:7][C:5]3[CH2:4][O:3][C:2](=[O:1])[CH:6]=3)[CH2:10][S:11][C@H:12]12. Procedure: Diphenylmethyl 3-(2,5-dihydro-2-oxofuran-4-ylmethyl oxy)-7β-phenylacetamidoceph-3-em-4-carboxylate (958 mg) was dissolved in dichloromethane (13 ml) whilst under an inert atmosphere. The solution was cooled to -20° C. before treating with N-methylmorpholine (352 μl) followed by a solution of phosphorous pentachloride in dichloromethane (12.5 ml of 40 mg ml-1 solution). After stirring for 30 min. at -20° C. the solution was treated with methanol (3.2 ml) and then allowed to warm to RT. After a fu... Starting materials: CC(C)CC(C(N)=O)N(Cc1ccc(NC(=O)CBr)cc1)S(=O)(=O)c1ccc(Cl)cc1, C1CCOC1, CNC, ClCCl. Yields the product CC(C)CC(C(N)=O)N(Cc1ccc(NC(=O)CN(C)C)cc1)S(=O)(=O)c1ccc(Cl)cc1. RXN SMILES: [Br:1][CH2:2][C:3](=[O:4])[NH:5][c:6]1[cH:7][cH:8][c:9]([CH2:10][N:11]([CH:12]([C:13](=[O:14])[NH2:15])[CH2:16][CH:17]([CH3:18])[CH3:19])[S:20](=[O:21])(=[O:22])[c:23]2[cH:24][cH:25][c:26]([Cl:29])[cH:27][cH:28]2)[cH:30][cH:31]1.[CH2:38]1[O:39][CH2:40][CH2:41][CH2:42]1.[CH3:32][NH:33][CH3:34].[Cl:35][CH2:36][Cl:37]>>[CH2:2]([C:3](=[O:4])[NH:5][c:6]1[cH:7][cH:8][c:9]([CH2:10][N:11]([CH:12]([C:13](=[O:14])[NH2:15])[CH2:16][CH:17]([CH3:18])[CH3:19])[S:20](=[O:21])(=[O:22])[c:23]2[cH:24][cH:25][c:26]([Cl:29])[cH:27][cH:28]2)[cH:30][cH:31]1)[N:33]([CH3:32])[CH3:34]. The reactants are NC=1C=CC2=C(C=C(O2)C(=O)NC2=CC=C(C=C2)C2=CC=C(C=C2)S(=O)(=O)N[C@@H](C(C)C)C(=O)O)C1 (N-[(4′-{[(5-amino-1-benzofuran-2-yl)carbonyl]amino}-1,1′-biphenyl-4-yl)sulfonyl]-L-valine), resin, C1(=CC=CC=C1)S(=O)(=O)Cl (benzenesulfonyl chloride). The product is C1(=CC=CC=C1)S(=O)(=O)NC=1C=CC2=C(C=C(O2)C(=O)NC2=CC=C(C=C2)C2=CC=C(C=C2)S(=O)(=O)N[C@@H](C(C)C)C(=O)O)C1 (4′-[(5-benzenesulfonylamino-benzofuran-2-carbonyl)-amino]-biphenyl-4-sulfonyl-L-valine). Reaction SMILES: [NH2:1][C:2]1[CH:3]=[CH:4][C:5]2[O:9][C:8]([C:10]([NH:12][C:13]3[CH:18]=[CH:17][C:16]([C:19]4[CH:24]=[CH:23][C:22]([S:25]([NH:28][C@H:29]([C:33]([OH:35])=[O:34])[CH:30]([CH3:32])[CH3:31])(=[O:27])=[O:26])=[CH:21][CH:20]=4)=[CH:15][CH:14]=3)=[O:11])=[CH:7][C:6]=2[CH:36]=1.[C:37]1([S:43](Cl)(=[O:45])=[O:44])[CH:42]=[CH:41][CH:40]=[CH:39][CH:38]=1>>[C:37]1([S:43]([NH:1][C:2]2[CH:3]=[CH:4][C:5]3[O:9][C:8]([C:10]([NH:12][C:13]4[CH:18]=[CH:17][C:16]([C:19]5[CH:20]=[CH:21][C:22]([S:25]([NH:28][C@H:29]([C:33]([OH:35])=[O:34])[CH:30]([CH3:32])[CH3:31])(=[O:26])=[O:27])=[CH:23][CH:24]=5)=[CH:15][CH:14]=4)=[O:11])=[CH:7][C:6]=3[CH:36]=2)(=[O:45])=[O:44])[CH:42]=[CH:41][CH:40]=[CH:39][CH:38]=1. Reported procedure: N-[(4′-{[(5-amino-1-benzofuran-2-yl)carbonyl]amino}-1,1′-biphenyl-4-yl)sulfonyl]-L-valine-Wang resin (0.3 g), from Example 7, was sulfonylated with benzenesulfonyl chloride according to the procedure of Example 8 followed by cleavage from the resin to provide 4′-[(5-benzenesulfonylamino-benzofuran-2-carbonyl)-amino]-biphenyl-4-sulfonyl-L-valine. LCMS MH+ (m/z) 648. 1H NMR (300 MHz, CD3OD): δ 7.92-7.69 ppm (m, 9H), 7.58-7.43 ppm (m, 6H), 7.22-7.18 ppm (dd, 2H, J1=9.0 Hz, J2=2.5 Hz), 3.64 ppm (d, ... Starting materials: C(C)NCCCOC (N-ethyl-3-methoxypropylamine), C(C)(=O)[O-] (acetate), C(C)(=O)O (acetic acid), N#CN (cyanamide). Run in two. Conditions: temperature 90 celsius. Yields the product COCCCN(C(=N)N)CC (N-3-methoxypropyl-N-ethylguanidine). The yield is 50.0%. Reaction SMILES: [CH2:1]([NH:3][CH2:4][CH2:5][CH2:6][O:7][CH3:8])[CH3:2].C(O)(=O)C.[N:13]#[C:14][NH2:15].C([O-])(=O)C>>[CH3:8][O:7][CH2:6][CH2:5][CH2:4][N:3]([CH2:1][CH3:2])[C:14]([NH2:15])=[NH:13]. Procedure details: 3.00 g (25.6 mmol) of N-ethyl-3-methoxypropylamine and 1.54 g (25.6 mmol) of acetic acid were placed in a 50 ml two neck flask. While heating the flask in a 90° C. oil bath, 1.08 g (25.6 mmol) of cyanamide was added. After 12 hours of the reaction, the product was purified by a silica gel column chromatography (eluent, chloroform/ethanol=1/2 containing 0.5% acetic acid) to obtain 2.80 g of the title compound (wax-like, 12.8 mmol, 50.0% in yield) in the form of acetate. Results of the analysis of... Reactants: COC(=O)c1sc(-c2cccc(NCC3CCCCC3)c2)c(C)c1OCC(=O)OC(C)(C)C, ClCCl, O=C=Nc1ccccc1. Yields the product COC(=O)c1sc(-c2cccc(N(CC3CCCCC3)C(=O)Nc3ccccc3)c2)c(C)c1OCC(=O)OC(C)(C)C. RXN SMILES: [CH3:1][O:2][C:3](=[O:4])[c:5]1[s:6][c:7](-[c:20]2[cH:21][c:22]([NH:26][CH2:27][CH:28]3[CH2:29][CH2:30][CH2:31][CH2:32][CH2:33]3)[cH:23][cH:24][cH:25]2)[c:8]([CH3:19])[c:9]1[O:10][CH2:11][C:12](=[O:13])[O:14][C:15]([CH3:16])([CH3:17])[CH3:18].[Cl:43][CH2:44][Cl:45].[O:34]=[C:35]=[N:36][c:37]1[cH:38][cH:39][cH:40][cH:41][cH:42]1>>[CH3:1][O:2][C:3](=[O:4])[c:5]1[s:6][c:7](-[c:20]2[cH:21][c:22]([N:26]([CH2:27][CH:28]3[CH2:29][CH2:30][CH2:31][CH2:32][CH2:33]3)[C:35](=[O:34])[NH:36][c:37]3[cH:38][cH:39][cH:40][cH:41][cH:42]3)[cH:23][cH:24][cH:25]2)[c:8]([CH3:19])[c:9]1[O:10][CH2:11][C:12](=[O:13])[O:14][C:15]([CH3:16])([CH3:17])[CH3:18].